Dataset: the Open Reaction Database (ORD), a public repository of structured organic reaction records. Task: describe an organic reaction: reactants, conditions, products, and yield Solvent: C(C)(C)O (isopropyl alcohol). The reactants are O.CC1(NC(CC(C1)=O)(C)C)C (2,2,6,6-tetramethyl-4-piperidone monohydrate), CI (methyl iodide). The yield is 45.9%. The product is I.CN1C(CC(CC1(C)C)=O)(C)C (1,2,2,6,6-Pentamethyl-4-piperidone hydroiodide). Procedure details: A solution of 2,2,6,6-tetramethyl-4-piperidone monohydrate (40 g, 23.1 mmol) and methyl iodide (98.31 g, 69.3 mmol) in isopropyl alcohol (25 mL) was stirred at RT for 48 h. The resulting suspension was filtered, the solid residue was dried and recrystallized from MeOH. After filtration and repeated washings with MeOH the solid was dried giving pure title compound (31.6 g, 10.6 mmol, yield 46.0%) as pale brown crystals. Reaction SMILES: O.[CH3:2][C:3]1([CH3:12])[CH2:8][C:7](=[O:9])[CH2:6][C:5]([CH3:11])([CH3:10])[NH:4]1.[CH3:13][I:14]>C(O)(C)C>[IH:14].[CH3:13][N:4]1[C:5]([CH3:11])([CH3:10])[CH2:6][C:7](=[O:9])[CH2:8][C:3]1([CH3:12])[CH3:2] |f:0.1,4.5|. As a reaction SMILES: [Br:1][c:2]1[cH:3][cH:4][c:5]([N:8]2[CH2:9][CH2:10][N:11]([C:14](=[O:15])[O:16][C:17]([CH3:18])([CH3:19])[CH3:20])[CH2:12][CH2:13]2)[cH:6][cH:7]1.[CH2:21]([Li:22])[CH2:23][CH2:24][CH3:25].[CH2:26]([N:27]([CH2:28][CH3:35])[C:29]([C:30]([F:31])([F:32])[F:33])=[O:34])[CH3:36].[CH2:38]1[O:39][CH2:40][CH2:41][CH2:42]1.[OH2:37]>>[c:2]1([C:29]([C:30]([F:31])([F:32])[F:33])=[O:34])[cH:3][cH:4][c:5]([N:8]2[CH2:9][CH2:10][N:11]([C:14](=[O:15])[O:16][C:17]([CH3:18])([CH3:19])[CH3:20])[CH2:12][CH2:13]2)[cH:6][cH:7]1. Product: CC(C)(C)OC(=O)N1CCN(c2ccc(C(=O)C(F)(F)F)cc2)CC1. Starting materials: CC(C)(C)OC(=O)N1CCN(c2ccc(Br)cc2)CC1, [Li]CCCC, CCN(CC)C(=O)C(F)(F)F, C1CCOC1, O. Reaction SMILES: [CH3:1][O-:2].[CH3:30][O:31][CH2:32][CH2:33][O:34][CH3:35].[CH3:41][OH:42].[CH:36]([Cl:37])([Cl:38])[Cl:39].[Cl:9][C:10](=[O:11])[c:12]1[cH:13][n:14](-[c:20]2[cH:21][cH:22][n:23][c:24]3[cH:25][cH:26][cH:27][cH:28][c:29]23)[cH:15][c:16]1[CH:17]1[CH2:18][CH2:19]1.[ClH:4].[NH2:5][C:6](=[NH:7])[NH2:8].[Na+:3].[OH2:40]>>[NH:5]=[C:6]([NH:7][C:10](=[O:11])[c:12]1[cH:13][n:14](-[c:20]2[cH:21][cH:22][n:23][c:24]3[cH:25][cH:26][cH:27][cH:28][c:29]23)[cH:15][c:16]1[CH:17]1[CH2:18][CH2:19]1)[NH2:8]. Reactants: C[O-], COCCOC, CO, ClC(Cl)Cl, O=C(Cl)c1cn(-c2ccnc3ccccc23)cc1C1CC1, Cl, N=C(N)N, [Na+], O. The product is N=C(N)NC(=O)c1cn(-c2ccnc3ccccc23)cc1C1CC1. Reactants: ClC1=CC=CC(=N1)C#N (6-Chloro-2-pyridinecarbonitrile), COC1=CC=C(C=C1)OB(O)O (4-methoxyphenylboric acid), C([O-])([O-])=O.[K+].[K+] (potassium carbonate). Reagents/catalysts: C=1C=CC(=CC1)[P](C=2C=CC=CC2)(C=3C=CC=CC3)[Pd]([P](C=4C=CC=CC4)(C=5C=CC=CC5)C=6C=CC=CC6)([P](C=7C=CC=CC7)(C=8C=CC=CC8)C=9C=CC=CC9)[P](C=1C=CC=CC1)(C=1C=CC=CC1)C=1C=CC=CC1 (Tetrakis(triphenylphosphine)palladium). The solvent is C(C)(=O)OCC (ethyl acetate), O (water), C1(=CC=CC=C1)C (toluene), C(C)O (ethanol), O (water). Run at time 10 minute. Product: COC1=CC=C(C=C1)C1=CC=CC(=N1)C#N (6-(4-Methoxyphenyl)-2-pyridinecarbonitrile). Isolated yield 89.4%. RXN SMILES: Cl[C:2]1[N:7]=[C:6]([C:8]#[N:9])[CH:5]=[CH:4][CH:3]=1.[CH3:10][O:11][C:12]1[CH:17]=[CH:16][C:15](OB(O)O)=[CH:14][CH:13]=1.C(=O)([O-])[O-].[K+].[K+]>C1(C)C=CC=CC=1.C(O)C.C1C=CC([P]([Pd]([P](C2C=CC=CC=2)(C2C=CC=CC=2)C2C=CC=CC=2)([P](C2C=CC=CC=2)(C2C=CC=CC=2)C2C=CC=CC=2)[P](C2C=CC=CC=2)(C2C=CC=CC=2)C2C=CC=CC=2)(C2C=CC=CC=2)C2C=CC=CC=2)=CC=1.O.C(OCC)(=O)C>[CH3:10][O:11][C:12]1[CH:17]=[CH:16][C:15]([C:2]2[N:7]=[C:6]([C:8]#[N:9])[CH:5]=[CH:4][CH:3]=2)=[CH:14][CH:13]=1 |f:2.3.4,^1:41,43,62,81|. Reported procedure: 6-Chloro-2-pyridinecarbonitrile (0.70 g, 5.0 mmol) and 4-methoxyphenylboric acid (1.17 g, 7.7 mmol) were dissolved in toluene (60 ml)-ethanol (15 ml), and potassium carbonate (1.75 g, 12.6 mmol) and water (15 ml) were added thereto. The mixture was deairated under reduced pressure for 10 minutes. Tetrakis(triphenylphosphine)palladium (0) (0.29 g, 0.25 mmol) was added to the reaction mixture under argon atmosphere, and the mixture was refluxed for 16 hrs. The reaction mixture was combined with et... Reactants: C#Cc1ccc(C2CCC(CCCCC)CC2)cc1, [Li]CCCC, C=O, CCCCCC, Cl, C1CCOC1. Yields the product CCCCCC1CCC(c2ccc(C#CCO)cc2)CC1. RXN SMILES: [C:6](#[CH:7])[c:8]1[cH:9][cH:10][c:11]([CH:14]2[CH2:15][CH2:16][CH:17]([CH2:20][CH2:21][CH2:22][CH2:23][CH3:24])[CH2:18][CH2:19]2)[cH:12][cH:13]1.[CH2:1]([Li:2])[CH2:3][CH2:4][CH3:5].[CH2:25]=[O:26].[CH3:28][CH2:29][CH2:30][CH2:31][CH2:32][CH3:33].[ClH:27].[O:34]1[CH2:35][CH2:36][CH2:37][CH2:38]1>>[C:6](#[C:7][CH2:25][OH:26])[c:8]1[cH:9][cH:10][c:11]([CH:14]2[CH2:15][CH2:16][CH:17]([CH2:20][CH2:21][CH2:22][CH2:23][CH3:24])[CH2:18][CH2:19]2)[cH:12][cH:13]1. Reactants: CN1CCN(CC1)CC(=O)NN (2-(4-methyl-1-piperazinyl)acetic acid, hydrazide), FC=1C=C(CN=C=S)C=CC1 (3-fluorobenzylisothiocyanate). Solvent: C(C)O (ethanol). Yields the product SC1=NN=C(N1CC1=CC(=CC=C1)F)CN1CCN(CC1)C (3-mercapto-4-(3-fluorobenzyl)-5-[(4-methyl-1-piperazinyl)methyl]-1,2,4-triazole). RXN SMILES: [CH3:1][N:2]1[CH2:7][CH2:6][N:5]([CH2:8][C:9]([NH:11][NH2:12])=O)[CH2:4][CH2:3]1.[F:13][C:14]1[CH:15]=[C:16]([CH:21]=[CH:22][CH:23]=1)[CH2:17][N:18]=[C:19]=[S:20]>C(O)C>[SH:20][C:19]1[N:18]([CH2:17][C:16]2[CH:21]=[CH:22][CH:23]=[C:14]([F:13])[CH:15]=2)[C:9]([CH2:8][N:5]2[CH2:6][CH2:7][N:2]([CH3:1])[CH2:3][CH2:4]2)=[N:11][N:12]=1. Procedure details: A solution of 2-(4-methyl-1-piperazinyl)acetic acid, hydrazide (2.58 g., 0.015 mole) and 3-fluorobenzylisothiocyanate (2.51 g., 0.015 mole) in ethanol (30 ml.) was refluxed for 17 hours and the solvent was removed under vacuum. The residue was triturated with ether and the resulting solid was filtered and recrystallized from ethyl acetate to give 3-mercapto-4-(3-fluorobenzyl)-5-[(4-methyl-1-piperazinyl)methyl]-1,2,4-triazole as a solid melting at 179.5°-180.5° C. (2.30 g., 48%). The reactants are BrC1=C(C=NC=C1)N(C(C1=CC(=CC(=C1)C(F)(F)F)C(F)(F)F)=O)C (N-(4-bromo-pyridin-3-yl)-N-methyl-3,5-bis-trifluoromethyl-benzamide), FC1=C(C=CC(=C1)F)B(O)O (2,4-difluorophenylboronic acid), solid. Solvent: CN(C)C=O (DMF). Yields the product FC1=C(C=CC(=C1)F)C1=C(C=NC=C1)N(C(C1=CC(=CC(=C1)C(F)(F)F)C(F)(F)F)=O)C (N-[4-(2,4-Difluoro-phenyl)-pyridin-3-yl]-N-methyl-3,5-bis-trifluoromethyl-benzamide). Reaction SMILES: Br[C:2]1[CH:7]=[CH:6][N:5]=[CH:4][C:3]=1[N:8]([CH3:25])[C:9](=[O:24])[C:10]1[CH:15]=[C:14]([C:16]([F:19])([F:18])[F:17])[CH:13]=[C:12]([C:20]([F:23])([F:22])[F:21])[CH:11]=1.[F:26][C:27]1[CH:32]=[C:31]([F:33])[CH:30]=[CH:29][C:28]=1B(O)O>CN(C=O)C>[F:26][C:27]1[CH:32]=[C:31]([F:33])[CH:30]=[CH:29][C:28]=1[C:2]1[CH:7]=[CH:6][N:5]=[CH:4][C:3]=1[N:8]([CH3:25])[C:9](=[O:24])[C:10]1[CH:15]=[C:14]([C:16]([F:19])([F:18])[F:17])[CH:13]=[C:12]([C:20]([F:23])([F:22])[F:21])[CH:11]=1. Reported procedure: The title compound was prepared in analogy to example 25, from N-(4-bromo-pyridin-3-yl)-N-methyl-3,5-bis-trifluoromethyl-benzamide (example 25, intermediate a) and 2,4-difluorophenylboronic acid (CAS RN 144025-03-6) and using DMF as reaction solvent. Off-white solid (60%). MS (ESI): m/z=461.0 [M+H]+. Starting materials: C(C1=CC=CC=C1)ON1C([C@H](CC1=O)NS(=O)(=O)N1CCN(CC1)C1=CC=C(C=C1)C(F)(F)F)=O (4-(4Trifluoromethyl-phenyl)-piperazine-1-sulfonic acid ((3S)-1-benzyloxy-2,5-dioxo-pyrrolidin-3-yl)-amid). The reagents and catalysts are [Pd] (Pd/C). Run in CCOC(=O)C (EtOAc), CO (MeOH), CO (MeOH). Reaction conditions: time 1 hour. Product: ON1C([C@H](CC1=O)NS(=O)(=O)N1CCN(CC1)C1=CC=C(C=C1)C(F)(F)F)=O (4-(4-Trifluoromethyl-phenyl)-piperazine-1-sulfonic acid ((3S)-1-hydroxy-2,5-dioxo-pyrrolidin-3-yl)-amide). As a reaction SMILES: C([O:8][N:9]1[C:13](=[O:14])[CH2:12][C@H:11]([NH:15][S:16]([N:19]2[CH2:24][CH2:23][N:22]([C:25]3[CH:30]=[CH:29][C:28]([C:31]([F:34])([F:33])[F:32])=[CH:27][CH:26]=3)[CH2:21][CH2:20]2)(=[O:18])=[O:17])[C:10]1=[O:35])C1C=CC=CC=1>CCOC(C)=O.CO.[Pd]>[OH:8][N:9]1[C:13](=[O:14])[CH2:12][C@H:11]([NH:15][S:16]([N:19]2[CH2:20][CH2:21][N:22]([C:25]3[CH:26]=[CH:27][C:28]([C:31]([F:34])([F:33])[F:32])=[CH:29][CH:30]=3)[CH2:23][CH2:24]2)(=[O:17])=[O:18])[C:10]1=[O:35]. Procedure: 4-(4Trifluoromethyl-phenyl)-piperazine-1-sulfonic acid ((3S)-1-benzyloxy-2,5-dioxo-pyrrolidin-3-yl)-amid (67 mg; 0.13 mmol) was dissolved in EtOAc (4 ml) +MeOH (4 ml). A slurry of 10% Pd/C (30 mg) in MeOH (1 ml) was added under a stream of nitrogen. The mixture was hydrogenated at room temperature at 1 atm. pressure of H2 for 1 h. The reaction mixture was filtered through celite and the filtercake was washed with EtOAc and MeOH. The filtrate was evaporated and the crude product were purified twi... Starting materials: CC(C)Oc1ccc(-c2ncc(Br)s2)cc1C#N, CCc1c(C=O)cccc1B1OC(C)(C)C(C)(C)O1, CN(C)C=O, [K+], [K+], [K+], O, O=P([O-])([O-])[O-], c1ccc(P(c2ccccc2)(c2ccccc2)[Pd](P(c2ccccc2)(c2ccccc2)c2ccccc2)(P(c2ccccc2)(c2ccccc2)c2ccccc2)P(c2ccccc2)(c2ccccc2)c2ccccc2)cc1. Product: CCc1c(C=O)cccc1-c1cnc(-c2ccc(OC(C)C)c(C#N)c2)s1. Reaction SMILES: [Br:1][c:2]1[cH:3][n:4][c:5](-[c:7]2[cH:8][cH:9][c:10]([O:15][CH:16]([CH3:17])[CH3:18])[c:11]([C:12]#[N:13])[cH:14]2)[s:6]1.[CH2:19]([CH3:20])[c:21]1[c:22]([CH:23]=[O:24])[cH:25][cH:26][cH:27][c:28]1[B:29]1[O:30][C:31]([CH3:32])([CH3:33])[C:34]([CH3:35])([CH3:36])[O:37]1.[CH3:46][N:47]([CH3:48])[CH:49]=[O:50].[K+:43].[K+:44].[K+:45].[OH2:51].[P:38]([O-:39])([O-:40])([O-:41])=[O:42].[cH:52]1[cH:53][cH:54][c:55]([P:56]([Pd:57]([P:58]([c:59]2[cH:60][cH:61][cH:62][cH:63][cH:64]2)([c:65]2[cH:66][cH:67][cH:68][cH:69][cH:70]2)[c:71]2[cH:72][cH:73][cH:74][cH:75][cH:76]2)([P:77]([c:78]2[cH:79][cH:80][cH:81][cH:82][cH:83]2)([c:84]2[cH:85][cH:86][cH:87][cH:88][cH:89]2)[c:90]2[cH:91][cH:92][cH:93][cH:94][cH:95]2)[P:96]([c:97]2[cH:98][cH:99][cH:100][cH:101][cH:102]2)([c:103]2[cH:104][cH:105][cH:106][cH:107][cH:108]2)[c:109]2[cH:110][cH:111][cH:112][cH:113][cH:114]2)([c:115]2[cH:116][cH:117][cH:118][cH:119][cH:120]2)[c:121]2[cH:122][cH:123][cH:124][cH:125][cH:126]2)[cH:127][cH:128]1>>[c:2]1(-[c:28]2[c:21]([CH2:19][CH3:20])[c:22]([CH:23]=[O:24])[cH:25][cH:26][cH:27]2)[cH:3][n:4][c:5](-[c:7]2[cH:8][cH:9][c:10]([O:15][CH:16]([CH3:17])[CH3:18])[c:11]([C:12]#[N:13])[cH:14]2)[s:6]1.